The task is: describe an organic reaction: reactants, conditions, products, and yield. This data is from the Open Reaction Database (ORD), a public repository of structured organic reaction records. Reactants: ClC=1N=NC(=C2C1OC=C2)N2CCN(CC2)C2=NC=C(C=C2)C(F)(F)F (7-chloro-4-[4-(5-trifluoromethyl-pyridin-2-yl)-piperazin-1-yl]-furo[2,3-d]pyridazine), ClC1=C2C(=C(N=N1)N1CCN(CC1)C1=NC=C(C=C1)C(F)(F)F)OC=C2 (4-chloro-7-[4-(5-trifluoromethyl-pyridin-2-yl)-piperazin-1-yl]-furo[2,3-d]pyridazine), [Br-].C(C1=CC=CC=C1)[Zn+] (benzyl zinc bromide). The reagents and catalysts are C=1C=CC(=CC1)[P](C=2C=CC=CC2)(C=3C=CC=CC3)[Pd]([P](C=4C=CC=CC4)(C=5C=CC=CC5)C=6C=CC=CC6)([P](C=7C=CC=CC7)(C=8C=CC=CC8)C=9C=CC=CC9)[P](C=1C=CC=CC1)(C=1C=CC=CC1)C=1C=CC=CC1 (tetrakis). Conditions: temperature 80 celsius. The product is C(C1=CC=CC=C1)C=1N=NC(=C2C1OC=C2)N2CCN(CC2)C2=NC=C(C=C2)C(F)(F)F (7-Benzyl-4-[4-(5-trifluoromethyl-pyridin-2-yl)-piperazin-1-yl]-furo[2,3-d]pyridazine). Yield: 7.0%. As a reaction SMILES: Cl[C:2]1[N:3]=[N:4][C:5]([N:11]2[CH2:16][CH2:15][N:14]([C:17]3[CH:22]=[CH:21][C:20]([C:23]([F:26])([F:25])[F:24])=[CH:19][N:18]=3)[CH2:13][CH2:12]2)=[C:6]2[CH:10]=[CH:9][O:8][C:7]=12.ClC1N=NC(N2CCN(C3C=CC(C(F)(F)F)=CN=3)CC2)=C2OC=CC=12.[Br-].[CH2:54]([Zn+])[C:55]1[CH:60]=[CH:59][CH:58]=[CH:57][CH:56]=1>C1C=CC([P]([Pd]([P](C2C=CC=CC=2)(C2C=CC=CC=2)C2C=CC=CC=2)([P](C2C=CC=CC=2)(C2C=CC=CC=2)C2C=CC=CC=2)[P](C2C=CC=CC=2)(C2C=CC=CC=2)C2C=CC=CC=2)(C2C=CC=CC=2)C2C=CC=CC=2)=CC=1>[CH2:54]([C:2]1[N:3]=[N:4][C:5]([N:11]2[CH2:12][CH2:13][N:14]([C:17]3[CH:22]=[CH:21][C:20]([C:23]([F:25])([F:24])[F:26])=[CH:19][N:18]=3)[CH2:15][CH2:16]2)=[C:6]2[CH:10]=[CH:9][O:8][C:7]=12)[C:55]1[CH:60]=[CH:59][CH:58]=[CH:57][CH:56]=1 |f:2.3,^1:65,67,86,105|. Procedure: The mixture of 7-chloro-4-[4-(5-trifluoromethyl-pyridin-2-yl)-piperazin-1-yl]-furo[2,3-d]pyridazine and 4-chloro-7-[4-(5-trifluoromethyl-pyridin-2-yl)-piperazin-1-yl]-furo[2,3-d]pyridazine (210 mg, 0.547 mmol) are combined with benzyl zinc bromide (6.75 mL, 0.5M in THF, 3.28 mmol) and tetrakis (triphenylphosphine) palladium0 (31.5 mg, 0.027 mmol). The reaction is heated to 80° C. for 40 h. Add H2O and extract with EtOAc. Concentrate in vacuo. The residue is purified by flash chromatography on si...